From a dataset of the Open Reaction Database (ORD), a public repository of structured organic reaction records. describe an organic reaction: reactants, conditions, products, and yield Starting materials: CC(C)(C)c1csc(-c2cc3cc(C=O)ccc3o2)n1, CC(=O)[O-], CC(=O)OC(C)=O, CC(=O)O, Cl, NO, [Na+], O. Yields the product CC(C)(C)c1csc(-c2cc3cc(C#N)ccc3o2)n1. RXN SMILES: [C:1]([CH3:2])([CH3:3])([CH3:4])[c:5]1[n:6][c:7](-[c:10]2[o:11][c:12]3[c:13]([cH:14]2)[cH:15][c:16]([CH:19]=[O:20])[cH:17][cH:18]3)[s:8][cH:9]1.[CH3:25][C:26](=[O:27])[O-:28].[CH3:29][C:30]([O:31][C:32](=[O:33])[CH3:34])=[O:35].[CH3:36][C:37](=[O:38])[OH:39].[ClH:21].[NH2:22][OH:23].[Na+:24].[OH2:40]>>[C:1]([CH3:2])([CH3:3])([CH3:4])[c:5]1[n:6][c:7](-[c:10]2[o:11][c:12]3[c:13]([cH:14]2)[cH:15][c:16]([C:19]#[N:22])[cH:17][cH:18]3)[s:8][cH:9]1.